Dataset: the Open Reaction Database (ORD), a public repository of structured organic reaction records. Task: describe an organic reaction: reactants, conditions, products, and yield Starting materials: ClC=1C=C(C=CC1Cl)C1(CCC1)C(CC(CC)CC)NC(COC)=O (N-{1-[1-(3,4-Dichlorophenyl)cyclobutyl]-3-ethylpentyl}-2-methoxyacetamide), B.CSC (borane methyl sulphide). The solvent is O1CCCC1 (tetrahydrofuran). Reaction conditions: time 7 day. The product is COCCNC(CC(CC)CC)C1(CCC1)C1=CC(=C(C=C1)Cl)Cl (N-(2-methoxyethyl)-1-[1-(3,4-dichlorophenyl)cyclobutyl]-3-ethyl pentylamine). RXN SMILES: [Cl:1][C:2]1[CH:3]=[C:4]([C:9]2([CH:13]([NH:20][C:21](=O)[CH2:22][O:23][CH3:24])[CH2:14][CH:15]([CH2:18][CH3:19])[CH2:16][CH3:17])[CH2:12][CH2:11][CH2:10]2)[CH:5]=[CH:6][C:7]=1[Cl:8].B.CSC>O1CCCC1>[CH3:24][O:23][CH2:22][CH2:21][NH:20][CH:13]([C:9]1([C:4]2[CH:5]=[CH:6][C:7]([Cl:8])=[C:2]([Cl:1])[CH:3]=2)[CH2:10][CH2:11][CH2:12]1)[CH2:14][CH:15]([CH2:18][CH3:19])[CH2:16][CH3:17] |f:1.2|. Procedure details: Borane-methyl sulphide complex (2 ml) was added dropwise to a solution of the methoxyacetamide (5 g) prepared as described above in dry tetrahydrofuran (20 ml) at 0°-5° C. This mixture was left at ambient temperature for 7 days, then poured onto ice-water basified and extracted into ether, washed with water, dried and evaporated to dryness to give an oil. This oil was treated as above with more borane-methyl sulphide to give N-(2-methoxyethyl)-1-[1-(3,4-dichlorophenyl)cyclobutyl]-3-ethyl pentyla... The reactants are Cc1cc(C)c(C(=O)O)c(C)c1, CS(C)=O, CCN(C(C)C)C(C)C, Cc1ccnc(NCc2coc(-c3ccc(CC(N)C(=O)O)cc3)c2)c1. Yields the product Cc1ccnc(NCc2coc(-c3ccc(CC(NC(=O)c4c(C)cc(C)cc4C)C(=O)O)cc3)c2)c1. Reaction SMILES: [CH3:36][c:37]1[c:38]([C:39](=[O:40])[OH:41])[c:42]([CH3:47])[cH:43][c:44]([CH3:46])[cH:45]1.[CH3:48][S:49]([CH3:50])=[O:51].[CH:27]([N:28]([CH2:29][CH3:30])[CH:31]([CH3:32])[CH3:33])([CH3:34])[CH3:35].[NH2:1][CH:2]([C:3](=[O:4])[OH:5])[CH2:6][c:7]1[cH:8][cH:9][c:10](-[c:13]2[o:14][cH:15][c:16]([CH2:18][NH:19][c:20]3[n:21][cH:22][cH:23][c:24]([CH3:26])[cH:25]3)[cH:17]2)[cH:11][cH:12]1>>[NH:1]([CH:2]([C:3](=[O:4])[OH:5])[CH2:6][c:7]1[cH:8][cH:9][c:10](-[c:13]2[o:14][cH:15][c:16]([CH2:18][NH:19][c:20]3[n:21][cH:22][cH:23][c:24]([CH3:26])[cH:25]3)[cH:17]2)[cH:11][cH:12]1)[C:39]([c:38]1[c:37]([CH3:36])[cH:45][c:44]([CH3:46])[cH:43][c:42]1[CH3:47])=[O:40]. The reactants are C(C)(C)(C)O[C@H](C(=O)O)C1=C(C2=CC=CC=C2C=C1C)C1=CCCCC1 ((S)-2-tert-butoxy-2-(1-cyclohexenyl-3-methylnaphthalen-2-yl)acetic acid), CC1CC=C(CC1)B(O)O (4-methylcyclohex-1-enylboronic acid). Product: C(C)(C)(C)O[C@H](C(=O)O)C1=C(C2=CC=CC=C2C=C1C)C1=CCC(CC1)C ((2S)-2-tert-Butoxy-2-(3-methyl-1-(4-methylcyclohex-1-enyl)naphthalen-2-yl)acetic acid). As a reaction SMILES: [C:1]([O:5][C@@H:6]([C:10]1[C:19]([CH3:20])=[CH:18][C:17]2[C:12](=[CH:13][CH:14]=[CH:15][CH:16]=2)[C:11]=1[C:21]1[CH2:26][CH2:25][CH2:24][CH2:23][CH:22]=1)[C:7]([OH:9])=[O:8])([CH3:4])([CH3:3])[CH3:2].[CH3:27]C1CCC(B(O)O)=CC1>>[C:1]([O:5][C@@H:6]([C:10]1[C:19]([CH3:20])=[CH:18][C:17]2[C:12](=[CH:13][CH:14]=[CH:15][CH:16]=2)[C:11]=1[C:21]1[CH2:26][CH2:25][CH:24]([CH3:27])[CH2:23][CH:22]=1)[C:7]([OH:9])=[O:8])([CH3:4])([CH3:2])[CH3:3]. Procedure details: (2S)-2-tert-Butoxy-2-(3-methyl-1-(4-methylcyclohex-1-enyl)naphthalen-2-yl)acetic acid was prepared following the procedure to make (S)-2-tert-butoxy-2-(1-cyclohexenyl-3-methylnaphthalen-2-yl)acetic acid of Example 6, except that 4-methylcyclohex-1-enylboronic acid was used instead of cyclohexenylboronic acid. 1H-NMR: 400 MHz, (CD3OD) δ: 7.92-7.78 (m, 1H), 7.70 (m,1H), 7.52 (s, 1H), 7.39 (m, 2H), 6.10-5.58 (m, 2H), 2.56 (s,3H), 2.65-1.84 (m, 6H), 1.50 (m, 1H), 1.22 (s, 9H), 1.14 (t, 3H). LCMS-ESF... Starting materials: O=C([C@H](O)[C@@H](O)[C@@H](O)[C@H](O)C(=O)O)O (Galactaric acid), CN[C@H](C)C\C=C\C=1C=NC=CC1 ((2R)-(4E)-N-methyl-5-(3-pyridyl)-4-penten-2-amine), CC(C)O (2-propanol), CC(C)O (2-propanol). Solvent: O (water). Conditions: temperature 4 celsius. Product: O=C([C@H](O)[C@@H](O)[C@@H](O)[C@H](O)C(=O)O)O.CN[C@H](C)C\C=C\C=1C=NC=CC1.CN[C@H](C)C\C=C\C=1C=NC=CC1 ((2R)-(4E)-N-Methyl-5-(3-pyridyl)-4-penten-2-amine Hemigalactarate). As a reaction SMILES: [O:1]=[C:2]([OH:14])[C@@H:3]([C@H:5]([C@H:7]([C@@H:9]([C:11]([OH:13])=[O:12])[OH:10])[OH:8])[OH:6])[OH:4].[CH3:15][NH:16][C@@H:17]([CH2:19]/[CH:20]=[CH:21]/[C:22]1[CH:23]=[N:24][CH:25]=[CH:26][CH:27]=1)[CH3:18].CC(O)C>O>[O:1]=[C:2]([OH:14])[C@@H:3]([C@H:5]([C@H:7]([C@@H:9]([C:11]([OH:13])=[O:12])[OH:10])[OH:8])[OH:6])[OH:4].[CH3:15][NH:16][C@@H:17]([CH2:19]/[CH:20]=[CH:21]/[C:22]1[CH:23]=[N:24][CH:25]=[CH:26][CH:27]=1)[CH3:18].[CH3:15][NH:16][C@@H:17]([CH2:19]/[CH:20]=[CH:21]/[C:22]1[CH:23]=[N:24][CH:25]=[CH:26][CH:27]=1)[CH3:18] |f:4.5.6|. Procedure details: Galactaric acid (328.0 mg, 1.56 mmol) and (2R)-(4E)-N-methyl-5-(3-pyridyl)-4-penten-2-amine (600.0 mg, 3.40 mmol) were dissolved in 2-propanol (5 mL) and water (0.2 mL), assisted by heating and sonication. The hot solution was filtered to remove some insoluble material. The solvent was removed on a rotary evaporator, and the residue was dried under high vacuum, producing a cream-colored syrup. The syrup was dissolved in dry 2-propanol (5 mL) and cooled at 4° C. The resulting precipitate was filt...